From a dataset of the Open Reaction Database (ORD), a public repository of structured organic reaction records. describe an organic reaction: reactants, conditions, products, and yield Reactants: CN(C)C=O, CC1CCC(C(C)C)C(S(=O)(=O)OCCc2cccc(C(F)(F)F)c2)C1, [K+], [K+], c1ccc2c(c1)Cn1cccc1C(C1CCNCC1)O2, O=C([O-])[O-]. Product: FC(F)(F)c1cccc(CCN2CCC(C3Oc4ccccc4Cn4cccc43)CC2)c1. As a reaction SMILES: [CH3:53][N:54]([CH3:55])[CH:56]=[O:57].[CH:21]1([CH3:22])[CH2:23][CH2:24][CH:25]([CH:26]([CH3:27])[CH3:28])[CH:29]([S:30]([O:31][CH2:34][CH2:35][c:36]2[cH:37][c:38]([C:42]([F:43])([F:44])[F:45])[cH:39][cH:40][cH:41]2)(=[O:32])=[O:33])[CH2:46]1.[K+:47].[K+:48].[NH:1]1[CH2:2][CH2:3][CH:4]([CH:7]2[O:8][c:9]3[c:10]([cH:17][cH:18][cH:19][cH:20]3)[CH2:11][n:12]3[c:13]2[cH:14][cH:15][cH:16]3)[CH2:5][CH2:6]1.[O-:49][C:50]([O-:51])=[O:52]>>[N:1]1([CH2:34][CH2:35][c:36]2[cH:37][c:38]([C:42]([F:43])([F:44])[F:45])[cH:39][cH:40][cH:41]2)[CH2:2][CH2:3][CH:4]([CH:7]2[O:8][c:9]3[c:10]([cH:17][cH:18][cH:19][cH:20]3)[CH2:11][n:12]3[c:13]2[cH:14][cH:15][cH:16]3)[CH2:5][CH2:6]1.